Dataset: the Open Reaction Database (ORD), a public repository of structured organic reaction records. Task: describe an organic reaction: reactants, conditions, products, and yield The reactants are COc1cc([Sn](C)(C)C)c(CO)cc1OCOCC[Si](C)(C)C, CCOC(C)=O, C[Si](C)(C)CCOCn1nc(-c2nc3ccccc3n2COCC[Si](C)(C)C)c2ccc(I)cc21, C1COCCO1. Yields the product COc1cc(-c2ccc3c(-c4nc5ccccc5n4COCC[Si](C)(C)C)nn(COCC[Si](C)(C)C)c3c2)c(CO)cc1OCOCC[Si](C)(C)C. Reaction SMILES: [CH3:36][O:37][c:38]1[cH:39][c:40]([Sn:55]([CH3:56])([CH3:57])[CH3:58])[c:41]([CH2:53][OH:54])[cH:42][c:43]1[O:44][CH2:45][O:46][CH2:47][CH2:48][Si:49]([CH3:50])([CH3:51])[CH3:52].[CH3:65][CH2:66][O:67][C:68]([CH3:69])=[O:70].[I:1][c:2]1[cH:3][cH:4][c:5]2[c:6](-[c:19]3[n:20][c:21]4[c:22]([n:23]3[CH2:24][O:25][CH2:26][CH2:27][Si:28]([CH3:29])([CH3:30])[CH3:31])[cH:32][cH:33][cH:34][cH:35]4)[n:7][n:8]([CH2:11][O:12][CH2:13][CH2:14][Si:15]([CH3:16])([CH3:17])[CH3:18])[c:9]2[cH:10]1.[O:59]1[CH2:60][CH2:61][O:62][CH2:63][CH2:64]1>>[c:2]1(-[c:40]2[cH:39][c:38]([O:37][CH3:36])[c:43]([O:44][CH2:45][O:46][CH2:47][CH2:48][Si:49]([CH3:50])([CH3:51])[CH3:52])[cH:42][c:41]2[CH2:53][OH:54])[cH:3][cH:4][c:5]2[c:6](-[c:19]3[n:20][c:21]4[c:22]([n:23]3[CH2:24][O:25][CH2:26][CH2:27][Si:28]([CH3:29])([CH3:30])[CH3:31])[cH:32][cH:33][cH:34][cH:35]4)[n:7][n:8]([CH2:11][O:12][CH2:13][CH2:14][Si:15]([CH3:16])([CH3:17])[CH3:18])[c:9]2[cH:10]1. The reactants are CC(=O)OCC1=C(C(=O)O)N2C(=O)C(N)C2SC1, CCOC(C)=O, O=C(Cl)Cc1ccc(CCl)cc1. The product is CC(=O)OCC1=C(C(=O)O)N2C(=O)C(NC(=O)Cc3ccc(CCl)cc3)C2SC1. As a reaction SMILES: [C:1]([CH3:2])(=[O:3])[O:4][CH2:5][C:6]1=[C:7]([C:16](=[O:17])[OH:18])[N:8]2[C:9](=[O:15])[CH:10]([NH2:14])[CH:11]2[S:12][CH2:13]1.[CH2:31]([O:32][C:33](=[O:34])[CH3:35])[CH3:36].[Cl:19][CH2:20][c:21]1[cH:22][cH:23][c:24]([CH2:27][C:28](=[O:29])[Cl:30])[cH:25][cH:26]1>>[C:1]([CH3:2])(=[O:3])[O:4][CH2:5][C:6]1=[C:7]([C:16](=[O:17])[OH:18])[N:8]2[C:9](=[O:15])[CH:10]([NH:14][C:28]([CH2:27][c:24]3[cH:23][cH:22][c:21]([CH2:20][Cl:19])[cH:26][cH:25]3)=[O:29])[CH:11]2[S:12][CH2:13]1.